Dataset: the Open Reaction Database (ORD), a public repository of structured organic reaction records. Task: describe an organic reaction: reactants, conditions, products, and yield Starting materials: [N+](=O)([O-])C1=CC=C(C=C1)COC(=O)C=1N2C(C(C2C(C1SC1COC(C1)COC(=O)N)C)C(C)O)=O (3-[[5-[[(Aminocarbonyl)oxy]methyl]tetrahydro-3-furanyl]thio]-6-(1-hydroxyethyl)-4-methyl-7-oxo-1-azabicyclo[3.2.0]hept-2-ene-2-carboxylic acid (4-nitrophenyl)methyl ester), C([O-])(O)=O.[Na+] (sodium bicarbonate), O (water). Reagents/catalysts: [Pd] (palladium/carbon). Solvent: O1CCOCC1 (dioxane). Product: [Na+].NC(=O)OCC1CC(CO1)SC1=C(N2C(C(C2C1C)C(C)O)=O)C(=O)[O-] (3-[[5-[[(Aminocarbonyl)oxy]methyl]tetrahydro-3-furanyl]thio]-6-(1-hydroxyethyl)-4-methyl-7-oxo-1-azabicyclo[3.2.0]hept-2-ene-2-carboxylic acid monosodium salt). Yield: 55.7%. RXN SMILES: [N+](C1C=CC(C[O:11][C:12]([C:14]2[N:15]3[CH:18]([CH:19]([CH3:32])[C:20]=2[S:21][CH:22]2[CH2:26][CH:25]([CH2:27][O:28][C:29]([NH2:31])=[O:30])[O:24][CH2:23]2)[CH:17]([CH:33]([OH:35])[CH3:34])[C:16]3=[O:36])=[O:13])=CC=1)([O-])=O.C(=O)(O)[O-].[Na+:41].O>[Pd].O1CCOCC1>[Na+:41].[NH2:31][C:29]([O:28][CH2:27][CH:25]1[O:24][CH2:23][CH:22]([S:21][C:20]2[CH:19]([CH3:32])[CH:18]3[N:15]([C:16](=[O:36])[CH:17]3[CH:33]([OH:35])[CH3:34])[C:14]=2[C:12]([O-:13])=[O:11])[CH2:26]1)=[O:30] |f:1.2,6.7|. Procedure details: The title compound is prepared by the procedure of Example 18 using 0.126 g of product from Example 20, 0.0223 g of sodium bicarbonate, 1.4 ml of water, 7.8 ml of dioxane, and 0.070 g of 10% palladium/carbon to give 0.055 g of the desired product as a yellow solid. The reactants are C(C)[SiH](CC)CC (triethylsilane), FC(C(=O)O)(F)F (trifluoroacetic acid), C(C)[SiH](CC)CC (triethylsilane), FC(C(=O)O)(F)F (trifluoroacetic acid), C1(=CC=CC=C1)S(=O)(=O)C1=C(C=NC=C1)C=O (4-phenylsulfonylpyridine-3-carbaldehyde), COC(CN1C(=CC2=CC(=CC=C12)F)C)=O ((5-fluoro-2-methylindol-1-yl)acetic acid methyl ester). Solvent: ClCCCl (1,2-dichloroethane), ClCCCl (1,2-dichloroethane), ClCCl (dichloromethane). Reaction conditions: time 20 hour. Product: COC(CN1C(=C(C2=CC(=CC=C12)F)CC=1C=NC=CC1S(=O)(=O)C1=CC=CC=C1)C)=O ([5-fluoro-3-(4-phenylsulfonylpyridin-3-ylmethyl)-2-methylindol-1-yl]acetic acid methyl ester). The yield is 14.1%. As a reaction SMILES: C([SiH](CC)CC)C.FC(F)(F)C(O)=O.[C:15]1([S:21]([C:24]2[CH:29]=[CH:28][N:27]=[CH:26][C:25]=2[CH:30]=O)(=[O:23])=[O:22])[CH:20]=[CH:19][CH:18]=[CH:17][CH:16]=1.[CH3:32][O:33][C:34](=[O:47])[CH2:35][N:36]1[C:44]2[C:39](=[CH:40][C:41]([F:45])=[CH:42][CH:43]=2)[CH:38]=[C:37]1[CH3:46]>ClCCl.ClCCCl>[CH3:32][O:33][C:34](=[O:47])[CH2:35][N:36]1[C:44]2[C:39](=[CH:40][C:41]([F:45])=[CH:42][CH:43]=2)[C:38]([CH2:30][C:25]2[CH:26]=[N:27][CH:28]=[CH:29][C:24]=2[S:21]([C:15]2[CH:16]=[CH:17][CH:18]=[CH:19][CH:20]=2)(=[O:22])=[O:23])=[C:37]1[CH3:46]. Procedure details: A mixture of triethylsilane (5.1 g), trifluoroacetic acid (3.1 g) and 1,2-dichloroethane (20 mL) at −10° C. was treated dropwise with a mixture of 4-phenylsulfonylpyridine-3-carbaldehyde (1.9 g), (5-fluoro-2-methylindol-1-yl)acetic acid methyl ester (0.66 g) and 1,2-dichloroethane (20 mL), and the resulting mixture was stirred at room temperature for 20 hours. The mixture was treated with additional triethylsilane (5.1 g) and trifluoroacetic acid (3.1 g), and stirred at room temperature for 3 ho... Starting materials: Cl, CCOC(=O)c1cn(-c2ccc(F)cn2)c2nc(N3CCNCC3)c(F)cc2c1=O, O. Product: Cl, O=C(O)c1cn(-c2ccc(F)cn2)c2nc(N3CCNCC3)c(F)cc2c1=O. As a reaction SMILES: [ClH:31].[F:1][c:2]1[cH:3][cH:4][c:5](-[n:8]2[cH:9][c:10]([C:26](=[O:27])[O:28][CH2:29][CH3:30])[c:11](=[O:25])[c:12]3[cH:13][c:14]([F:24])[c:15]([N:18]4[CH2:19][CH2:20][NH:21][CH2:22][CH2:23]4)[n:16][c:17]23)[n:6][cH:7]1.[OH2:32]>>[ClH:31].[F:1][c:2]1[cH:3][cH:4][c:5](-[n:8]2[cH:9][c:10]([C:26](=[O:27])[OH:28])[c:11](=[O:25])[c:12]3[cH:13][c:14]([F:24])[c:15]([N:18]4[CH2:19][CH2:20][NH:21][CH2:22][CH2:23]4)[n:16][c:17]23)[n:6][cH:7]1. The reactants are C(C)(C)(C)O\N=C/C=1C(=NC=CC1)C(C1=C(C=CC(=C1)Br)O)=O ((Z)-2-(5-bromo-2-hydroxybenzoyl)-3-formylpyridine O-t-butyloxime), C(C)OCC (diethyl ether), CC(=O)C.OS(=O)(=O)O.O=[Cr](=O)=O (Jones reagent). Solvent: CC(=O)C (acetone). Yields the product C(C)(C)(C)O\N=C(\C1=C(N=CC=C1)C(C1=C(C=CC(=C1)Br)O)=O)/O ((Z)-2-(5-bromo-2-hydroxybenzoyl)nicotinic acid O-t-butyloxime), Compound 138. RXN SMILES: [C:1]([O:5]/[N:6]=[CH:7]\[C:8]1[C:9]([C:14](=[O:23])[C:15]2[CH:20]=[C:19]([Br:21])[CH:18]=[CH:17][C:16]=2[OH:22])=[N:10][CH:11]=[CH:12][CH:13]=1)([CH3:4])([CH3:3])[CH3:2].CC(C)=[O:26].OS(O)(=O)=O.O=[Cr](=O)=O.C(OCC)C>CC(C)=O>[C:1]([O:5]/[N:6]=[C:7](\[OH:26])/[C:8]1[CH:13]=[CH:12][CH:11]=[N:10][C:9]=1[C:14](=[O:23])[C:15]1[CH:20]=[C:19]([Br:21])[CH:18]=[CH:17][C:16]=1[OH:22])([CH3:4])([CH3:2])[CH3:3] |f:1.2.3|. Reported procedure: To a solution of (Z)-2-(5-bromo-2-hydroxybenzoyl)-3-formylpyridine O-t-butyloxime (500 mg) in acetone (4 ml) was added, at room temperature, Jones reagent (1 ml), and the mixture was stirred for 30 minutes. To the reaction mixture was added diethyl ether. Insolubles then formed were filtered off. To the filtrate was added a small volume of isopropyl alcohol, and the mixture was concentrated. The concentrate was purified by means of a silica gel column chromatography (eluent: diethyl ether) to gi... Starting materials: CC(=O)c1ccc(OCc2cccc(Sc3cncc(C(=O)O)c3)c2)c(C)c1O, CO, Cl, O. Yields the product CC(=O)c1ccc(OCc2cccc(S(=O)c3cncc(C(=O)O)c3)c2)c(C)c1O. Reaction SMILES: [C:1]([CH3:2])(=[O:3])[c:4]1[c:5]([OH:29])[c:6]([CH3:28])[c:7]([O:8][CH2:9][c:10]2[cH:11][c:12]([S:16][c:17]3[cH:18][n:19][cH:20][c:21]([C:22](=[O:23])[OH:24])[cH:25]3)[cH:13][cH:14][cH:15]2)[cH:26][cH:27]1.[CH3:32][OH:33].[ClH:30].[OH2:31]>>[C:1]([CH3:2])(=[O:3])[c:4]1[c:5]([OH:29])[c:6]([CH3:28])[c:7]([O:8][CH2:9][c:10]2[cH:11][c:12]([S:16]([c:17]3[cH:18][n:19][cH:20][c:21]([C:22](=[O:23])[OH:24])[cH:25]3)=[O:31])[cH:13][cH:14][cH:15]2)[cH:26][cH:27]1. The reactants are BrC1=CC=C(C=2C(C3=CC=CC=C3C(C12)=O)=O)NC(C)=O (4-bromo-1-acetylaminoanthraquinone), [OH-].[K+] (potassium hydroxide), CI (methyl iodide). Reagents/catalysts: [Br-].C(CCC)[N+](CCCC)(CCCC)CCCC (tetra-n-butyl ammonium bromide). The solvent is ClC1=CC=CC=C1 (monochlorobenzene). Run at temperature 30 celsius, time 1 hour. Product: BrC1=CC=C(C=2C(C3=CC=CC=C3C(C12)=O)=O)N(C(C)=O)C (4-bromo-N-acetyl-1-methylaminoanthraquinone). Isolated yield 96.1%. RXN SMILES: [Br:1][C:2]1[C:15]2[C:14](=[O:16])[C:13]3[C:8](=[CH:9][CH:10]=[CH:11][CH:12]=3)[C:7](=[O:17])[C:6]=2[C:5]([NH:18][C:19](=[O:21])[CH3:20])=[CH:4][CH:3]=1.[OH-].[K+].[CH3:24]I>[Br-].C([N+](CCCC)(CCCC)CCCC)CCC.ClC1C=CC=CC=1>[Br:1][C:2]1[C:15]2[C:14](=[O:16])[C:13]3[C:8](=[CH:9][CH:10]=[CH:11][CH:12]=3)[C:7](=[O:17])[C:6]=2[C:5]([N:18]([CH3:24])[C:19](=[O:21])[CH3:20])=[CH:4][CH:3]=1 |f:1.2,4.5|. Procedure: A mixture of 4-bromo-1-acetylaminoanthraquinone (purity 98%, 35.1 g), monochlorobenzene (420 g), tetra-n-butyl ammonium bromide (0.3 g) and 96% potassium hydroxide (12.0 g) was stirred for 1 hour, while being maintained at 30° C. Then, methyl iodide (28.4 g) was dropped at 30° C. over 2 hours. The mixture was stirred at 30° C. for 30 minutes and 40° C. for 3 hours, successively. Then the same procedure as in Example 3 was applied to obtain 4-bromo-N-acetyl-1-methylaminoanthraquinone (35.1 g, pur... The reactants are C(#N)C1=CC=C(OC2=C(C(=O)O)C=CC(=N2)OC2=CC=C(C=C2)C#N)C=C1 (2,6-bis(4-Cyano phenoxy)-nicotinic acid), C(C)(C)(C)OC(NCCCN)=O ((3-amino-propyl)-carbamic acid tert-butyl ester). Product: C(C)(C)(C)OC(NCCCNC(=O)C=1C(=NC(=CC1)OC1=CC=C(C=C1)C#N)OC1=CC=C(C=C1)C#N)=O ((3-{[2,6-Bis-(4-cyano-phenoxy)-pyridine-3-carbonyl]-amino}-propyl)-carbamic Acid Tert-butyl Ester). Isolated yield 62.1%. RXN SMILES: [C:1]([C:3]1[CH:27]=[CH:26][C:6]([O:7][C:8]2[N:16]=[C:15]([O:17][C:18]3[CH:23]=[CH:22][C:21]([C:24]#[N:25])=[CH:20][CH:19]=3)[CH:14]=[CH:13][C:9]=2[C:10](O)=[O:11])=[CH:5][CH:4]=1)#[N:2].[C:28]([O:32][C:33](=[O:39])[NH:34][CH2:35][CH2:36][CH2:37][NH2:38])([CH3:31])([CH3:30])[CH3:29]>>[C:28]([O:32][C:33](=[O:39])[NH:34][CH2:35][CH2:36][CH2:37][NH:38][C:10]([C:9]1[C:8]([O:7][C:6]2[CH:5]=[CH:4][C:3]([C:1]#[N:2])=[CH:27][CH:26]=2)=[N:16][C:15]([O:17][C:18]2[CH:23]=[CH:22][C:21]([C:24]#[N:25])=[CH:20][CH:19]=2)=[CH:14][CH:13]=1)=[O:11])([CH3:31])([CH3:29])[CH3:30]. Procedure: Following the procedure of Example 5(c) 2,6-bis(4-Cyano phenoxy)-nicotinic acid 0.335 g (0.94 mmol) and (3-amino-propyl)-carbamic acid tert-butyl ester (0.163 g, 0.94 mmol) were used to afford 0.3 g of the required product. Percentage purity (LCMS): 78.7%, (M+1)=513.5+1.